From a dataset of the Open Reaction Database (ORD), a public repository of structured organic reaction records. describe an organic reaction: reactants, conditions, products, and yield Product: c1cc2cc(C3CCNCC3)ccc2[nH]1. Reactants: CC(=O)O, [H][H], C1=C(c2ccc3[nH]ccc3c2)CCNC1, O=[Pt]. As a reaction SMILES: [CH3:20][C:21](=[O:22])[OH:23].[H:16][H:17].[NH:1]1[CH2:2][CH2:3][C:4]([c:7]2[cH:8][c:9]3[cH:10][cH:11][nH:12][c:13]3[cH:14][cH:15]2)=[CH:5][CH2:6]1.[Pt:18]=[O:19]>>[NH:1]1[CH2:2][CH2:3][CH:4]([c:7]2[cH:8][c:9]3[cH:10][cH:11][nH:12][c:13]3[cH:14][cH:15]2)[CH2:5][CH2:6]1. Starting materials: [H-].[Na+] (Sodium hydride), FC(C=1C=C(C=CC1)NC1=CC(CC1)=O)F (3-(3-(difluoromethyl)phenyl-amino)cyclopent-2-enone), FC(C=1C=C(C=CC1)NC1=CC(CC1)=O)F (3-(3-(difluoromethyl)phenyl-amino)cyclopent-2-enone), CC1OCCC1 (2-methyltetrahydrofuran), C(#N)C1=CC(=C(C=C1)N(C(OC(C)(C)C)=O)CS(=O)(=O)C1=CC=CC=C1)S(=O)(=O)C (tert-butyl (4-cyano-2-(methyl-sulfonyl)phenyl)(phenylsulfonyl)methylcarbamate), C(#N)C1=CC(=C(C=C1)N(C(OC(C)(C)C)=O)CS(=O)(=O)C1=CC=CC=C1)S(=O)(=O)C (tert-butyl (4-cyano-2-(methyl-sulfonyl)phenyl)(phenylsulfonyl)methylcarbamate). Solvent: O (Water). Run at time 2 hour. Product: C(#N)C1=CC(=C(C=C1)N(C(OC(C)(C)C)=O)CC1=C(CCC1=O)NC1=CC(=CC=C1)C(F)F)S(=O)(=O)C (tert-Butyl (4-Cyano-2-(methylsulfonyl)phenyl)(2-(3-(difluoromethyl)phenylamino)-5-oxocyclopent-1-enyl)methylcarbamate). RXN SMILES: [H-].[Na+].[F:3][CH:4]([F:18])[C:5]1[CH:6]=[C:7]([NH:11][C:12]2[CH2:16][CH2:15][C:14](=[O:17])[CH:13]=2)[CH:8]=[CH:9][CH:10]=1.CC1CCCO1.[C:25]([C:27]1[CH:32]=[CH:31][C:30]([N:33]([CH2:41]S(C2C=CC=CC=2)(=O)=O)[C:34](=[O:40])[O:35][C:36]([CH3:39])([CH3:38])[CH3:37])=[C:29]([S:51]([CH3:54])(=[O:53])=[O:52])[CH:28]=1)#[N:26]>O>[C:25]([C:27]1[CH:32]=[CH:31][C:30]([N:33]([CH2:41][C:13]2[C:14](=[O:17])[CH2:15][CH2:16][C:12]=2[NH:11][C:7]2[CH:8]=[CH:9][CH:10]=[C:5]([CH:4]([F:18])[F:3])[CH:6]=2)[C:34](=[O:40])[O:35][C:36]([CH3:39])([CH3:38])[CH3:37])=[C:29]([S:51]([CH3:54])(=[O:52])=[O:53])[CH:28]=1)#[N:26] |f:0.1|. Reported procedure: Sodium hydride (60% in mineral oil, 106 mg, 2.67 mmol) is added in portions to a mixture of 3-(3-(difluoromethyl)phenylamino)cyclopent-2-enone (intermediate 5, 595 mg, 2.66 mmol) and 2-methyltetrahydrofuran (20 mL). After 2 h tert-butyl (4-cyano-2-(methyl-sulfonyl)phenyl)(phenylsulfonyl)methylcarbamate (intermediate 15, 1.00 g, 2.20 mmol) is added, and the mixture is stirred at room temperature for 2 h. Water is added and the mixture is extracted with 2-methyltetrahydrofuran. The organic layer i... Starting materials: CN(CCCN=C=NCC)C (1-(3-dimethylaminopropyl)-3-ethylcarbodiimide), CN1CCOCC1 (N-methylmorpholine), CCN=C=NCCCN(C)C.Cl (water soluble carbodiimide), Z-aminocaproic acid, Cl.COC([C@@H](N)CC1=CC=CC=C1)=O (L-phenylalanine methyl ester hydrochloride), O.OC1=CC=CC=2NN=NC21 (hydroxybenzotriazole hydrate). Solvent: O1CCCC1 (tetrahydrofuran). Reaction conditions: time 4 hour. The product is C1(=CC=CC=C1)COC(=O)NCCCCCC(=O)N[C@@H](CC1=CC=CC=C1)C(=O)OC (N-[6-[[(Phenylmethoxy)carbonyl]amino]-1-oxohexyl]-L-phenylalanine, methyl ester). Reaction SMILES: Cl.[CH3:2][O:3][C:4](=[O:14])[C@H:5]([CH2:7][C:8]1[CH:13]=[CH:12][CH:11]=[CH:10][CH:9]=1)[NH2:6].[OH2:15].[OH:16][C:17]1[C:25]2[N:24]=NN[C:21]=2[CH:20]=[CH:19][CH:18]=1.CN1[CH2:32][CH2:31][O:30][CH2:29]C1.CCN=C=N[CH2:38][CH2:39][CH2:40]N(C)C.Cl.CN(C)CCCN=C=N[CH2:53][CH3:54]>O1CCCC1>[C:32]1([CH2:31][O:30][C:29]([NH:24][CH2:25][CH2:21][CH2:20][CH2:19][CH2:18][C:17]([NH:6][C@H:5]([C:4]([O:3][CH3:2])=[O:14])[CH2:7][C:8]2[CH:13]=[CH:12][CH:11]=[CH:10][CH:9]=2)=[O:16])=[O:15])[CH:38]=[CH:39][CH:40]=[CH:54][CH:53]=1 |f:0.1,2.3,5.6|. Procedure details: To a mixture of Z-aminocaproic acid (i.e. the title A compound) (18.6 g, 0.07), L-phenylalanine methyl ester hydrochloride (16.6 g, 0.077 mol), hydroxybenzotriazole hydrate (10.7 g, 0.07 mol) in 350 mL of dry tetrahydrofuran cooled in an ice bath was added N-methylmorpholine (7.1 g, 0.07 mol) followed by water soluble carbodiimide reagent, 1-(3-dimethylaminopropyl)-3-ethylcarbodiimide (13.5 g, 0.07 mol). After stirring cold for 4 hours, the reaction was allowed to warm to ambient temperature ove... Starting materials: F[B-](F)(F)F.C[O+](C)C (trimethyloxonium tetrafluoroborate), CN1C=NC=C1 (N-methylimidazole). Run in ClCCCl (1,2-dichloroethane), ClCCCl (1,2-dichloroethane). Reaction conditions: time 4 hour. Yields the product F[B-](F)(F)F.C[N+]1=CN(C=C1)C (1,3-dimethylimidazolium Tetrafluoroborate). RXN SMILES: [F:1][B-:2]([F:5])([F:4])[F:3].[CH3:6][O+](C)C.[CH3:10][N:11]1[CH:15]=[CH:14][N:13]=[CH:12]1>ClCCCl>[F:1][B-:2]([F:5])([F:4])[F:3].[CH3:10][N+:11]1[CH:15]=[CH:14][N:13]([CH3:6])[CH:12]=1 |f:0.1,4.5|. Procedure: The procedure of Example 2 was followed. 3.9 g of trimethyloxonium tetrafluoroborate in suspension in 20 ml of 1,2-dichloroethane was added to 2.1 ml (2.16 g) of N-methylimidazole in 5 ml of 1,2-dichloroethane. The mixture was stirred for 4 hours at room temperature. A salt was formed (lower phase) which was non miscible with the solvent and was separated by decanting. The remaining solvent was evaporated off under vacuum using a vane pump. A colorless liquid was obtained.